This data is from the Open Reaction Database (ORD), a public repository of structured organic reaction records. The task is: describe an organic reaction: reactants, conditions, products, and yield The product is Nc1ccc(S(=O)(=O)N2CCOCC2)cc1C1=CCCCC1. As a reaction SMILES: [Br:1][c:2]1[c:3]([NH2:17])[cH:4][cH:5][c:6]([S:8](=[O:9])(=[O:10])[N:11]2[CH2:12][CH2:13][O:14][CH2:15][CH2:16]2)[cH:7]1.[C:21](=[O:22])([O-:23])[O-:24].[C:27]1([B:33]([OH:34])[OH:35])=[CH:28][CH2:29][CH2:30][CH2:31][CH2:32]1.[CH3:18][CH2:19][OH:20].[CH3:36][c:37]1[cH:38][cH:39][cH:40][cH:41][cH:42]1.[CH3:43][CH2:44][O:45][C:46]([CH3:47])=[O:48].[Na+:25].[Na+:26].[cH:49]1[cH:50][cH:51][c:52]([P:53]([Pd:54]([P:55]([c:56]2[cH:57][cH:58][cH:59][cH:60][cH:61]2)([c:62]2[cH:63][cH:64][cH:65][cH:66][cH:67]2)[c:68]2[cH:69][cH:70][cH:71][cH:72][cH:73]2)([P:74]([c:75]2[cH:76][cH:77][cH:78][cH:79][cH:80]2)([c:81]2[cH:82][cH:83][cH:84][cH:85][cH:86]2)[c:87]2[cH:88][cH:89][cH:90][cH:91][cH:92]2)[P:93]([c:94]2[cH:95][cH:96][cH:97][cH:98][cH:99]2)([c:100]2[cH:101][cH:102][cH:103][cH:104][cH:105]2)[c:106]2[cH:107][cH:108][cH:109][cH:110][cH:111]2)([c:112]2[cH:113][cH:114][cH:115][cH:116][cH:117]2)[c:118]2[cH:119][cH:120][cH:121][cH:122][cH:123]2)[cH:124][cH:125]1>>[c:2]1([C:27]2=[CH:28][CH2:29][CH2:30][CH2:31][CH2:32]2)[c:3]([NH2:17])[cH:4][cH:5][c:6]([S:8](=[O:9])(=[O:10])[N:11]2[CH2:12][CH2:13][O:14][CH2:15][CH2:16]2)[cH:7]1. Reactants: Nc1ccc(S(=O)(=O)N2CCOCC2)cc1Br, O=C([O-])[O-], OB(O)C1=CCCCC1, CCO, Cc1ccccc1, CCOC(C)=O, [Na+], [Na+], c1ccc(P(c2ccccc2)(c2ccccc2)[Pd](P(c2ccccc2)(c2ccccc2)c2ccccc2)(P(c2ccccc2)(c2ccccc2)c2ccccc2)P(c2ccccc2)(c2ccccc2)c2ccccc2)cc1. The solvent is FC(C(=O)O)(F)F (trifluoroacetic acid). RXN SMILES: [CH3:1][S:2][C:3]1[CH:4]=[C:5]([C:9]2(O)[CH2:14][CH2:13][N:12]([CH2:15][CH2:16][CH3:17])[CH2:11][CH2:10]2)[CH:6]=[CH:7][CH:8]=1>FC(F)(F)C(O)=O>[CH3:1][S:2][C:3]1[CH:4]=[C:5]([C:9]2[CH2:14][CH2:13][N:12]([CH2:15][CH2:16][CH3:17])[CH2:11][CH:10]=2)[CH:6]=[CH:7][CH:8]=1. Reactants: CSC=1C=C(C=CC1)C1(CCN(CC1)CCC)O (4-(3-Methylsulfanyl-phenyl)-1-propyl-piperidin-4-ol). The product is CSC=1C=C(C=CC1)C=1CCN(CC1)CCC (4-(3-Methylsulfanyl-phenyl)-1-propyl-1,2,3,6-tetrahydropyridine). Procedure details: 4-(3-Methylsulfanyl-phenyl)-1-propyl-piperidin-4-ol (1) (100 mg, 0.38 mmol) was dissolved in 2 mL of trifluoroacetic acid (TFA) in a 50 mL flask while stirring in a nitrogen atmosphere. The reaction mixture was heated to reflux on an isomantle. After 15 minutes the reaction mixture was cooled to room temperature. The TFA was removed by distillation under reduced pressure. The remaining brown oil was dissolved in diethyl ether, washed 3 times with water and once with brine. The aqueous layers and... Reactants: C1(=CC=C(C=C1)S(=O)[O-])C.[Na+] (sodium p-toluenesulfinate), C1(=CC=C(C=C1)S(=O)[O-])C.[Na+] (sodium p-toluenesulfinate), ClC1=C(C=CC=C1)OC (chloroanisole), [O-2].[Ca+2] (calcium oxide). The reagents and catalysts are C(C)(=O)[O-].[Pd+2].C(C)(=O)[O-] (palladium acetate), C1(=CC=CC=C1)P(CCP(C1=CC=CC=C1)C1=CC=CC=C1)C1=CC=CC=C1 (1,2-bis(diphenylphosphino)-ethane). Solvent: CN1C(CCC1)=O (N-methyl-2-pyrrolidone). Yields the product COC1=CC=C(C=C1)C1=CC=C(C=C1)C (4'-methoxy-4-methylbiphenyl). Isolated yield 42.5%. RXN SMILES: [C:1]1([CH3:10])[CH:6]=[CH:5][C:4](S([O-])=O)=[CH:3][CH:2]=1.[Na+].Cl[C:13]1[CH:18]=[CH:17][CH:16]=[CH:15][C:14]=1[O:19][CH3:20].[O-2].[Ca+2]>C([O-])(=O)C.[Pd+2].C([O-])(=O)C.C1(P(C2C=CC=CC=2)CCP(C2C=CC=CC=2)C2C=CC=CC=2)C=CC=CC=1.CN1CCCC1=O>[CH3:20][O:19][C:14]1[CH:15]=[CH:16][C:17]([C:4]2[CH:5]=[CH:6][C:1]([CH3:10])=[CH:2][CH:3]=2)=[CH:18][CH:13]=1 |f:0.1,3.4,5.6.7|. Procedure details: 3.56 g (20 mmol) of sodium p-toluenesulfinate, 2.85 g (20 mmol) of chloroanisole, 0.0225 g (0.1 mmol) of palladium acetate, 0.0478 g (0.12 mmol) of 1,2-bis(diphenylphosphino)-ethane, 3.37 g (60 mmol) calcium oxide and 60 ml of N-methyl-2-pyrrolidone were placed in a 100 ml round bottom flask and reacted at 150° C. in a nitrogen gas stream for 6 hours. After the completion of the reaction, the reaction mixture was analyzed by means to high performance liquid chromatography. The analysis showed th... As a reaction SMILES: [Cl:1][C:2]1[CH:3]=[C:4]([C:8]2[N:16]([CH2:17][C:18]([OH:20])=O)[C:11]3=[N:12][CH:13]=[CH:14][CH:15]=[C:10]3[N:9]=2)[CH:5]=[CH:6][CH:7]=1.C(N1C=CN=C1)(N1C=CN=C1)=O.[NH:33]1[CH2:38][CH2:37][CH2:36][CH2:35][CH2:34]1>O1CCCC1>[Cl:1][C:2]1[CH:3]=[C:4]([C:8]2[N:16]([CH2:17][C:18](=[O:20])[N:33]3[CH2:38][CH2:37][CH2:36][CH2:35][CH2:34]3)[C:11]3=[N:12][CH:13]=[CH:14][CH:15]=[C:10]3[N:9]=2)[CH:5]=[CH:6][CH:7]=1. Procedure: A solution of 2-(3-chlorophenyl)-3H-imidazo[4,5-b]pyridine-3-acetic acid (5.0 g, 0.017 mole), 1,1'-carbonyldiimidazole (3.0 g, 0.018 mole), and anhydrous tetrahydrofuran (100 ml) was stirred at room temperature with a stream of nitrogen bubbling through it for 3 hours. The nitrogen flow was stopped and a solution of piperidine (1.6 g, 0.019 mole) in dry tetrahydrofuran (50 ml) was added. The solution was stirred at room temperature under nitrogen for 2 hours. The reaction was concentrated in vac... The reactants are ClC=1C=C(C=CC1)C1=NC=2C(=NC=CC2)N1CC(=O)O (2-(3-chlorophenyl)-3H-imidazo[4,5-b]pyridine-3-acetic acid), C(=O)(N1C=NC=C1)N1C=NC=C1 (1,1'-carbonyldiimidazole), N1CCCCC1 (piperidine). Solvent: O1CCCC1 (tetrahydrofuran), O1CCCC1 (tetrahydrofuran). The product is ClC=1C=C(C=CC1)C1=NC=2C(=NC=CC2)N1CC(N1CCCCC1)=O (2-(3-Chlorophenyl)-3-[2-oxo-2-(1-piperidinyl)ethyl]-3H-imidazo[4,5-b]pyridine). Reaction conditions: time 2 hour. Starting materials: CN(C)C=O, CN, Cc1ccc(-c2nc3ccc(Cl)nc3n2CC(=O)O)cc1, C1CCOC1, O=S(Cl)Cl. Product: CNC(=O)Cn1c(-c2ccc(C)cc2)nc2ccc(Cl)nc21. RXN SMILES: [CH3:22][N:23]([CH3:24])[CH:25]=[O:26].[CH3:31][NH2:32].[Cl:1][c:2]1[cH:3][cH:4][c:5]2[c:6]([n:7]1)[n:8]([CH2:18][C:19](=[O:20])[OH:21])[c:9](-[c:11]1[cH:12][cH:13][c:14]([CH3:17])[cH:15][cH:16]1)[n:10]2.[O:33]1[CH2:34][CH2:35][CH2:36][CH2:37]1.[S:27]([Cl:28])([Cl:29])=[O:30]>>[Cl:1][c:2]1[cH:3][cH:4][c:5]2[c:6]([n:7]1)[n:8]([CH2:18][C:19](=[O:21])[NH:23][CH3:22])[c:9](-[c:11]1[cH:12][cH:13][c:14]([CH3:17])[cH:15][cH:16]1)[n:10]2. Reactants: COC(C)(C1=C2C=CN(C2=C(C=C1S(=O)(=O)C)C)S(=O)(=O)C1=CC=C(C)C=C1)C1=NC2=C(N1COCC[Si](C)(C)C)C=C(C=C2)C#N ((±)-2-(1-methoxy-1-(7-methyl-5-(methylsulfonyl)-1-tosyl-1H-indol-4-yl)ethyl)-1-((2-(trimethylsilyl)ethoxy)methyl)-1H-benzo[d]imidazole-6-carbonitrile), COC(C)(C1=C2C=CN(C2=C(C=C1S(=O)(=O)C)C)S(=O)(=O)C1=CC=C(C)C=C1)C1=NC2=C(N1COCC[Si](C)(C)C)C=CC(=C2)C#N ((±)-2-(1-methoxy-1-(7-methyl-5-(methylsulfonyl)-1-tosyl-1H-indol-4-yl)ethyl)-1-((2-(trimethylsilyl)ethoxy)methyl)-1H-benzo[d]imidazole-5-carbonitrile). Yields the product COC(C)(C1=C2C=CNC2=C(C=C1S(=O)(=O)C)C)C1=NC2=C(N1)C=CC(=C2)C#N ((±)-2-(1-Methoxy-1-(7-methyl-5-(methylsulfonyl)-1H-indol-4-yl)ethyl)-1H-benzo[d]imidazole-5-carbonitrile). RXN SMILES: [CH3:1][O:2][C:3]([C:29]1[N:33](COCC[Si](C)(C)C)[C:32]2[CH:42]=[C:43]([C:46]#[N:47])[CH:44]=[CH:45][C:31]=2[N:30]=1)([C:5]1[C:13]([S:14]([CH3:17])(=[O:16])=[O:15])=[CH:12][C:11]([CH3:18])=[C:10]2[C:6]=1[CH:7]=[CH:8][N:9]2S(C1C=CC(C)=CC=1)(=O)=O)[CH3:4].COC(C1N(COCC[Si](C)(C)C)C2C=CC(C#N)=CC=2N=1)(C1C(S(C)(=O)=O)=CC(C)=C2C=1C=CN2S(C1C=CC(C)=CC=1)(=O)=O)C>>[CH3:1][O:2][C:3]([C:29]1[NH:30][C:31]2[CH:45]=[CH:44][C:43]([C:46]#[N:47])=[CH:42][C:32]=2[N:33]=1)([C:5]1[C:13]([S:14]([CH3:17])(=[O:16])=[O:15])=[CH:12][C:11]([CH3:18])=[C:10]2[C:6]=1[CH:7]=[CH:8][NH:9]2)[CH3:4]. Procedure details: A mixture of (±)-2-(1-methoxy-1-(7-methyl-5-(methylsulfonyl)-1-tosyl-1H-indol-4-yl)ethyl)-1-((2-(trimethylsilyl)ethoxy)methyl)-1H-benzo[d]imidazole-6-carbonitrile and (±)-2-(1-methoxy-1-(7-methyl-5-(methylsulfonyl)-1-tosyl-1H-indol-4-yl)ethyl)-1-((2-(trimethylsilyl)ethoxy)methyl)-1H-benzo[d]imidazole-5-carbonitrile was transformed into the title compound using the same reaction conditions as described in Example 10-C. 1H NMR (400 MHz, DMSO-d6) δ 12.51-12.55 (m, 1H), 11.48 (br. s., 1H), 8.32-8.33... Starting materials: C(C)(C)(C)OC(=O)N1C(CCCC1)CCOC1=C(C(NC2=CC(=C(C=C12)C(=O)O)Cl)=O)C=1SC(=CC1)Cl (4-[2-(1-tert-butoxycarbonylpiperidin-2-yl)-ethoxy]-7-chloro-3-(5-chlorothiophen-2-yl)-2-oxo-1,2-dihydroquinoline-6-carboxylic acid), Cl.CN(CCCN=C=NCC)C (1-(3-dimethylaminopropyl)-3-ethylcarbodiimide hydrochloride), NC1=NC=NC=C1 (4-aminopyrimidine). The reagents and catalysts are CN(C1=CC=NC=C1)C (4-dimethylaminopyridine). Run in C(Cl)Cl (methylene chloride). Reaction conditions: time 18 hour. Product: C(C)(C)(C)OC(=O)N1C(CCCC1)CCOC1=C(C(NC2=CC(=C(C=C12)C(NC1=NC=NC=C1)=O)Cl)=O)C=1SC(=CC1)Cl (2-{2-[7-chloro-3-(5-chlorothiophen-2-yl)-2-oxo-6-(pyrimidin-4-ylcarbamoyl)-1,2-dihydroquinolin-4-yloxy]-ethyl}-piperidine-1-carboxylic acid tert-butyl ester). Yield: 40.5%. Reaction SMILES: [C:1]([O:5][C:6]([N:8]1[CH2:13][CH2:12][CH2:11][CH2:10][CH:9]1[CH2:14][CH2:15][O:16][C:17]1[C:26]2[C:21](=[CH:22][C:23]([Cl:30])=[C:24]([C:27]([OH:29])=O)[CH:25]=2)[NH:20][C:19](=[O:31])[C:18]=1[C:32]1[S:33][C:34]([Cl:37])=[CH:35][CH:36]=1)=[O:7])([CH3:4])([CH3:3])[CH3:2].Cl.C[N:40](C)[CH2:41][CH2:42][CH2:43][N:44]=[C:45]=[N:46]CC.NC1C=CN=CN=1>CN(C)C1C=CN=CC=1.C(Cl)Cl>[C:1]([O:5][C:6]([N:8]1[CH2:13][CH2:12][CH2:11][CH2:10][CH:9]1[CH2:14][CH2:15][O:16][C:17]1[C:26]2[C:21](=[CH:22][C:23]([Cl:30])=[C:24]([C:27](=[O:29])[NH:40][C:41]3[CH:42]=[CH:43][N:44]=[CH:45][N:46]=3)[CH:25]=2)[NH:20][C:19](=[O:31])[C:18]=1[C:32]1[S:33][C:34]([Cl:37])=[CH:35][CH:36]=1)=[O:7])([CH3:4])([CH3:2])[CH3:3] |f:1.2|. Procedure: To a solution of 4-[2-(1-tert-butoxycarbonylpiperidin-2-yl)-ethoxy]-7-chloro-3-(5-chlorothiophen-2-yl)-2-oxo-1,2-dihydroquinoline-6-carboxylic acid (37 mg in 0.50 mL dry methylene chloride) was added 1-(3-dimethylaminopropyl)-3-ethylcarbodiimide hydrochloride (EDC, 37 mg) followed by 4-dimethylaminopyridine (8 mg) and 4-aminopyrimidine (18 mg) and the mixture stirred at room temperature. After 18 hours, the mixture was diluted with methylene chloride and washed with brine. The organic portion wa...